describe an organic reaction: reactants, conditions, products, and yield From a dataset of the Open Reaction Database (ORD), a public repository of structured organic reaction records. Solvent: C(C)OCC (ethyl ether), C(Cl)Cl (methylene chloride). Procedure: To a solution of 5.03 g (15.4 mmol)of t-butyl-dimethylsilyloxy-2,6-dipropyl-4-hydroxymethyl benzene in 30 mL of methylene chloride was added 8.7 g of pyridinium dichromate (PDC). The reaction mixture was stirred for 3 hours and then diluted with 300 mL of ethyl ether. The solution was then filtered through a pad of a 1:1 mixture of florisil and celite. Concentration of the tiltrate gave 4.85 g of the title compound. Reaction SMILES: [Si:1]([O:8][C:9]1[C:14]([CH2:15][CH2:16][CH3:17])=[CH:13][C:12]([CH2:18][OH:19])=[CH:11][C:10]=1[CH2:20][CH2:21][CH3:22])([C:4]([CH3:7])([CH3:6])[CH3:5])([CH3:3])[CH3:2].[Cr](O[Cr]([O-])(=O)=O)([O-])(=O)=O.[NH+]1C=CC=CC=1.[NH+]1C=CC=CC=1>C(Cl)Cl.C(OCC)C>[Si:1]([O:8][C:9]1[C:10]([CH2:20][CH2:21][CH3:22])=[CH:11][C:12]([CH:18]=[O:19])=[CH:13][C:14]=1[CH2:15][CH2:16][CH3:17])([C:4]([CH3:7])([CH3:6])[CH3:5])([CH3:2])[CH3:3] |f:1.2.3|. Isolated yield 98.3%. Conditions: time 3 hour. The reactants are [Si](C)(C)(C(C)(C)C)OC1=C(C=C(C=C1CCC)CO)CCC (t-butyl-dimethylsilyloxy-2,6-dipropyl-4-hydroxymethyl benzene), [Cr](=O)(=O)([O-])O[Cr](=O)(=O)[O-].[NH+]1=CC=CC=C1.[NH+]1=CC=CC=C1 (pyridinium dichromate). Product: [Si](C)(C)(C(C)(C)C)OC1=C(C=C(C=C1CCC)C=O)CCC (t-Butyldimethylsilyloxy-2,6-Dipropyl-4-formylbenzene). The reactants are O=C([O-])[O-], COc1ccc(C2Sc3cccc(C)c3NC(=O)C2O)cc1, CN(C)CCCl, CC(C)=O, Cl, [K+], [K+]. Yields the product COc1ccc(C2Sc3cccc(C)c3N(CCN(C)C)C(=O)C2O)cc1, Cl. RXN SMILES: [C:30](=[O:31])([O-:32])[O-:33].[CH3:1][O:2][c:3]1[cH:4][cH:5][c:6]([CH:9]2[S:10][c:11]3[c:12]([c:18]([CH3:22])[cH:19][cH:20][cH:21]3)[NH:13][C:14](=[O:17])[CH:15]2[OH:16])[cH:7][cH:8]1.[CH3:24][N:25]([CH2:26][CH2:27][Cl:28])[CH3:29].[CH3:36][C:37](=[O:38])[CH3:39].[ClH:23].[K+:34].[K+:35]>>[CH3:1][O:2][c:3]1[cH:4][cH:5][c:6]([CH:9]2[S:10][c:11]3[c:12]([c:18]([CH3:22])[cH:19][cH:20][cH:21]3)[N:13]([CH2:27][CH2:26][N:25]([CH3:24])[CH3:29])[C:14](=[O:17])[CH:15]2[OH:16])[cH:7][cH:8]1.[ClH:28]. Starting materials: O (Water), BrC1=C(C=C(C=C1)F)CO ((2-bromo-5-fluorophenyl)methanol), N1C=NC=C1 (imidazole), Cl[Si](C(C)C)(C(C)C)C(C)C (chloro(triisopropyl)silane). Reagents/catalysts: CN(C1=CC=NC=C1)C (N,N-dimethylpyridin-4-amine). The solvent is CN(C=O)C (N,N-dimethylformamide). Conditions: temperature 23 celsius, time 2 day. Product: BrC1=C(CO[Si](C(C)C)(C(C)C)C(C)C)C=C(C=C1)F ([(2-bromo-5-fluorobenzyl)oxy](triisopropyl)silane). Yield: 93.0%. Reaction SMILES: [Br:1][C:2]1[CH:7]=[CH:6][C:5]([F:8])=[CH:4][C:3]=1[CH2:9][OH:10].N1C=CN=C1.Cl[Si:17]([CH:24]([CH3:26])[CH3:25])([CH:21]([CH3:23])[CH3:22])[CH:18]([CH3:20])[CH3:19].O>CN(C)C=O.CN(C)C1C=CN=CC=1>[Br:1][C:2]1[CH:7]=[CH:6][C:5]([F:8])=[CH:4][C:3]=1[CH2:9][O:10][Si:17]([CH:24]([CH3:26])[CH3:25])([CH:21]([CH3:23])[CH3:22])[CH:18]([CH3:20])[CH3:19]. Procedure: To a solution of 5.00 g (24.4 mmol) (2-bromo-5-fluorophenyl)methanol in 100 mL N,N-dimethylformamide were added 2.49 g imidazole, 6.20 mL chloro(triisopropyl)silane, 1.49 g N,N-dimethylpyridin-4-amine and the mixture was stirred at 23° C. for 2 days. Water was added and the mixture was extracted with ethyl acetate. The organic layer was washed with brine and dried over sodium sulfate. After filtration and removal of the solvent the residue was purified by chromatography to give 8.17 g (93%) of t...